This data is from the Open Reaction Database (ORD), a public repository of structured organic reaction records. The task is: describe an organic reaction: reactants, conditions, products, and yield The reactants are FC1=CC=C(C=C1)CCCN1C(C2=CC=C(C=C2CC1)OCCNO)=O (2-[3-(4-fluorophenyl)-propyl]-6-[2-(N-hydroxyamino)ethoxy]-1-oxo-1,2,3,4-tetrahydroisoquinoline), C[Si](C)(C)N=C=O (trimethylsilyl isocyanate), O (H2O). Solvent: O1CCOCC1 (dioxane). Run at time 24 hour. The product is FC1=CC=C(C=C1)CCCN1C(C2=CC=C(C=C2CC1)OCCN(O)C(=O)N)=O (2-[3-(4-fluorophenyl)-propyl]-6-[2-(N-aminocarbonyl-N-hydroxyamino)ethoxy]-1-oxo-1,2,3,4-tetrahydroisoquinoline). As a reaction SMILES: [F:1][C:2]1[CH:7]=[CH:6][C:5]([CH2:8][CH2:9][CH2:10][N:11]2[CH2:20][CH2:19][C:18]3[C:13](=[CH:14][CH:15]=[C:16]([O:21][CH2:22][CH2:23][NH:24][OH:25])[CH:17]=3)[C:12]2=[O:26])=[CH:4][CH:3]=1.C[Si]([N:31]=[C:32]=[O:33])(C)C.O>O1CCOCC1>[F:1][C:2]1[CH:3]=[CH:4][C:5]([CH2:8][CH2:9][CH2:10][N:11]2[CH2:20][CH2:19][C:18]3[C:13](=[CH:14][CH:15]=[C:16]([O:21][CH2:22][CH2:23][N:24]([C:32]([NH2:31])=[O:33])[OH:25])[CH:17]=3)[C:12]2=[O:26])=[CH:6][CH:7]=1. Reported procedure: To a stirred solution of 2-[3-(4-fluorophenyl)-propyl]-6-[2-(N-hydroxyamino)ethoxy]-1-oxo-1,2,3,4-tetrahydroisoquinoline (3.0 g, 8.4 mmol) in dioxane (100 mL) is added trimethylsilyl isocyanate (1.06 g, 9.2 mmol). The reaction is stirred at room temperature for 24 hours and subsequently poured into H2O (350 mL). The resulting suspension is extracted with EtOAc (1×500 mL) and the organic phase washed with 2M HCl (1×250 mL), H2O (5×500 mL), saturated NaCl solution (2×500 mL), dried over MgSO4 and ...